From a dataset of the Open Reaction Database (ORD), a public repository of structured organic reaction records. describe an organic reaction: reactants, conditions, products, and yield The reactants are C1(=CC=CC=C1)C(N1COC(C1)COC1=C(C=C(C=C1)CC=C)OC)C1=CC=CC=C1 (3-Diphenylmethyl-5-(2-methoxy-4-allyl-phenoxymethyl)oxazolidine), Cl (hydrochloric acid), C1(=CC=CC=C1)C(N1COC(C1)CCl)C1=CC=CC=C1 (3-diphenylmethyl-5-chloromethyl-oxazolidine), C1(=C(O)C(=CC(CC=C)=C1)C(=O)[O-])OC.[Na+] (sodium eugenolate). Product: Cl.COC1=C(OCC(CNC(C2=CC=CC=C2)C2=CC=CC=C2)O)C=CC(=C1)CC=C (1-(2-methoxy-4-allyl-phenoxy)-2-hydroxy-3-diphenylmethylaminopropane hydrochloride). Reaction SMILES: [C:1]1([CH:7]([C:26]2[CH:31]=[CH:30][CH:29]=[CH:28][CH:27]=2)[N:8]2[CH2:12][CH:11]([CH2:13][O:14][C:15]3[CH:20]=[CH:19][C:18]([CH2:21][CH:22]=[CH2:23])=[CH:17][C:16]=3[O:24][CH3:25])[O:10]C2)[CH:6]=[CH:5][CH:4]=[CH:3][CH:2]=1.C1(C(C2C=CC=CC=2)N2CC(C[Cl:45])OC2)C=CC=CC=1.C1(OC)C=C(CC=C)C=C(C([O-])=O)C=1O.[Na+].Cl>>[ClH:45].[CH3:25][O:24][C:16]1[CH:17]=[C:18]([CH2:21][CH:22]=[CH2:23])[CH:19]=[CH:20][C:15]=1[O:14][CH2:13][CH:11]([OH:10])[CH2:12][NH:8][CH:7]([C:1]1[CH:2]=[CH:3][CH:4]=[CH:5][CH:6]=1)[C:26]1[CH:31]=[CH:30][CH:29]=[CH:28][CH:27]=1 |f:2.3,5.6|. Reported procedure: 3-Diphenylmethyl-5-(2-methoxy-4-allyl-phenoxymethyl)oxazolidine from 3-diphenylmethyl-5-chloromethyl-oxazolidine and sodium eugenolate*; this produce is hydrolysed with alcoholic-aqueous hydrochloric acid to give 1-(2-methoxy-4-allyl-phenoxy)-2-hydroxy-3-diphenylmethylaminopropane hydrochloride with a melting point of 143°. Starting materials: IC1=C(N2CCC3=C(C(C2=N1)OC1CCN(CC1)C)C=CC=C3)C#N (2-iodo-4-(1-methylpiperidin-4-yloxy)-9,10-dihydro-4H-3,10a-diaza-benzo[f]azulene-1-carbonitrile), C(C)(C)(C)OC(C1=CC=C(C=C1)B1OC(C(O1)(C)C)(C)C)=O (4-(4,4,5,5-tetramethyl-[1,3,2]dioxaborolan-2-yl)-benzoic acid tert-butyl ester), C(=O)([O-])[O-].[K+].[K+] (K2CO3). Reagents/catalysts: C1=CC=C(C=C1)P([C-]2C=CC=C2)C3=CC=CC=C3.C1=CC=C(C=C1)P([C-]2C=CC=C2)C3=CC=CC=C3.Cl[Pd]Cl.[Fe+2] (PdCl2(dppf)2). Run in C1CCOC1 (THF). Conditions: temperature 85 celsius. Yields the product C(C)(C)(C)OC(C1=CC=C(C=C1)C1=C(N2CCC3=C(C(C2=N1)OC1CCN(CC1)C)C=CC=C3)C#N)=O (4-[1-cyano-4-(1-methylpiperidin-4-yloxy)-9,10-dihydro-4H-3,10a-diaza-benzo[f]azulen-2-yl]-benzoic acid tert-butyl ester). As a reaction SMILES: I[C:2]1[N:11]=[C:10]2[N:4]([CH2:5][CH2:6][C:7]3[CH:23]=[CH:22][CH:21]=[CH:20][C:8]=3[CH:9]2[O:12][CH:13]2[CH2:18][CH2:17][N:16]([CH3:19])[CH2:15][CH2:14]2)[C:3]=1[C:24]#[N:25].[C:26]([O:30][C:31](=[O:47])[C:32]1[CH:37]=[CH:36][C:35](B2OC(C)(C)C(C)(C)O2)=[CH:34][CH:33]=1)([CH3:29])([CH3:28])[CH3:27].C([O-])([O-])=O.[K+].[K+]>C1COCC1.C1C=CC(P(C2C=CC=CC=2)[C-]2C=CC=C2)=CC=1.C1C=CC(P(C2C=CC=CC=2)[C-]2C=CC=C2)=CC=1.Cl[Pd]Cl.[Fe+2]>[C:26]([O:30][C:31](=[O:47])[C:32]1[CH:37]=[CH:36][C:35]([C:2]2[N:11]=[C:10]3[N:4]([CH2:5][CH2:6][C:7]4[CH:23]=[CH:22][CH:21]=[CH:20][C:8]=4[CH:9]3[O:12][CH:13]3[CH2:14][CH2:15][N:16]([CH3:19])[CH2:17][CH2:18]3)[C:3]=2[C:24]#[N:25])=[CH:34][CH:33]=1)([CH3:29])([CH3:27])[CH3:28] |f:2.3.4,6.7.8.9|. Procedure: To a solution of 2-iodo-4-(1-methylpiperidin-4-yloxy)-9,10-dihydro-4H-3,10a-diaza-benzo[f]azulene-1-carbonitrile (example 221) (215 mg, 0.48 mmole) in THF (3 mL) are added 4-(4,4,5,5-tetramethyl-[1,3,2]dioxaborolan-2-yl)-benzoic acid tert-butyl ester (191 mg, 0.63 mmole), 1M aqueous K2CO3 (2 mL) and PdCl2(dppf)2 (20 mg). The flask is evacuated and filled with argon. The reaction mixture is heated at 85° C. for 24 hours. AcOEt is added and the organic phase is washed with water, dried over MgSO4,... The reactants are [H-].[Na+] (NaH), ONC(C)=N (N-hydroxy-acetamidine), COC(=O)C=1N(C=NC1)C1C(C(NC2=CC=CC=C12)=O)(C)C (3-(3,3-Dimethyl-2-oxo-1,2,3,4-tetrahydro-quinolin-4-yl)-3H-imidazole-4-carboxylic acid methyl ester). The solvent is C1CCOC1 (THF), C1CCOC1 (THF). Run at time 20 minute. Yields the product CC1(C(NC2=CC=CC=C2C1N1C=NC=C1C1=NC(=NO1)C)=O)C (3,3-Dimethyl-4-[5-(3-methyl-[1,2,4]oxadiazol-5-yl)-imidazol-1-yl]-3,4-dihydro-1H-quinolin-2-one). Yield: 67.3%. As a reaction SMILES: [OH:1][NH:2][C:3](=[NH:5])[CH3:4].[H-].[Na+].CO[C:10]([C:12]1[N:13]([CH:17]2[C:26]3[C:21](=[CH:22][CH:23]=[CH:24][CH:25]=3)[NH:20][C:19](=[O:27])[C:18]2([CH3:29])[CH3:28])[CH:14]=[N:15][CH:16]=1)=O>C1COCC1>[CH3:28][C:18]1([CH3:29])[CH:17]([N:13]2[C:12]([C:10]3[O:1][N:2]=[C:3]([CH3:4])[N:5]=3)=[CH:16][N:15]=[CH:14]2)[C:26]2[C:21](=[CH:22][CH:23]=[CH:24][CH:25]=2)[NH:20][C:19]1=[O:27] |f:1.2|. Procedure details: N-hydroxy-acetamidine (62 mg, 0.84 mmol) is added to a suspension of 3 Å molecular sieves in anhydrous THF (2 mL). After 20 min, NaH (60% in oil, 37 mg, 0.92 mmol) is added. The resulting suspension is stirred for 40 min and a solution of 3-(3,3-Dimethyl-2-oxo-1,2,3,4-tetrahydro-quinolin-4-yl)-3H-imidazole-4-carboxylic acid methyl ester (100 mg, 0.34 mmol) in THF (dry, 1 mL) is added. The resulting mixture is refluxed for 1 h. The solvent is removed under vacuum and the residue is purified by si... The reactants are CCCc1cc(Cl)nc(SCC)n1, [H-], [Na+], CN(C)C=O, c1ccc2[nH]cnc2c1. Product: CCCc1cc(-n2cnc3ccccc32)nc(SCC)n1. Reaction SMILES: [CH2:12]([CH3:13])[S:14][c:15]1[n:16][c:17]([CH2:22][CH2:23][CH3:24])[cH:18][c:19]([Cl:21])[n:20]1.[H-:2].[Na+:1].[O:25]=[CH:26][N:27]([CH3:28])[CH3:29].[n:3]1[cH:4][nH:5][c:6]2[c:7]1[cH:8][cH:9][cH:10][cH:11]2>>[n:3]1(-[c:19]2[cH:18][c:17]([CH2:22][CH2:23][CH3:24])[n:16][c:15]([S:14][CH2:12][CH3:13])[n:20]2)[cH:4][n:5][c:6]2[c:7]1[cH:8][cH:9][cH:10][cH:11]2. Starting materials: C(#N)C1=NC=CN=C1 (2-cyanopyrazine), NC=1SC(=C(C1C(=O)OCC)C)C (2-amino-4,5-dimethyl-3-ethoxycarbonyl-thiophene), O=P(Cl)(Cl)Cl (POCl3). The product is ClC=1C2=C(N=C(N1)C1=NC=CN=C1)SC(=C2C)C (4-chloro-2-(pyrazin-2-yl)-5,6-dimethyl-thieno-[2,3-d]-pyrimidine). As a reaction SMILES: [C:1]([C:3]1[CH:8]=[N:7][CH:6]=[CH:5][N:4]=1)#[N:2].[NH2:9][C:10]1[S:11][C:12]([CH3:21])=[C:13]([CH3:20])[C:14]=1[C:15](OCC)=O.O=P(Cl)(Cl)[Cl:24]>>[Cl:24][C:15]1[C:14]2[C:13]([CH3:20])=[C:12]([CH3:21])[S:11][C:10]=2[N:9]=[C:1]([C:3]2[CH:8]=[N:7][CH:6]=[CH:5][N:4]=2)[N:2]=1. Procedure: With the procedure of Example 477, the reaction of 2-cyanopyrazine and 2-amino-4,5-dimethyl-3-ethoxycarbonyl-thiophene, and the subsequent reaction with POCl3 yields 4-chloro-2-(pyrazin-2-yl)-5,6-dimethyl-thieno-[2,3-d]-pyrimidine The reactants are ClC1=NC(=NC(=C1OC1=CC=CC=C1)Cl)CC1=CC(=CC=C1)OC (4,6-dichloro-2-(3-methoxy-benzyl)-5-phenoxy-pyrimidine), C(C)(C)C=1C=CC(=NC1)S(=O)(=O)N.[K] (potassium 5-isopropyl-pyridine-2-sulphonamide). Yields the product ClC1=C(C(=NC(=N1)CC1=CC(=CC=C1)OC)NS(=O)(=O)C1=NC=C(C=C1)C(C)C)OC1=CC=CC=C1 (5-isopropyl-pyridine-2-sulphonic acid [6-chloro-2-(3-methoxy-benzyl)-5-phenoxy-pyrimidin-4-yl]-amide). Reaction SMILES: Cl[C:2]1[C:7]([O:8][C:9]2[CH:14]=[CH:13][CH:12]=[CH:11][CH:10]=2)=[C:6]([Cl:15])[N:5]=[C:4]([CH2:16][C:17]2[CH:22]=[CH:21][CH:20]=[C:19]([O:23][CH3:24])[CH:18]=2)[N:3]=1.[CH:25]([C:28]1[CH:29]=[CH:30][C:31]([S:34]([NH2:37])(=[O:36])=[O:35])=[N:32][CH:33]=1)([CH3:27])[CH3:26].[K]>>[Cl:15][C:6]1[N:5]=[C:4]([CH2:16][C:17]2[CH:22]=[CH:21][CH:20]=[C:19]([O:23][CH3:24])[CH:18]=2)[N:3]=[C:2]([NH:37][S:34]([C:31]2[CH:30]=[CH:29][C:28]([CH:25]([CH3:27])[CH3:26])=[CH:33][N:32]=2)(=[O:36])=[O:35])[C:7]=1[O:8][C:9]1[CH:14]=[CH:13][CH:12]=[CH:11][CH:10]=1 |f:1.2,^1:37|. Procedure details: In analogy to Example 45, by reacting 4,6-dichloro-2-(3-methoxy-benzyl)-5-phenoxy-pyrimidine with potassium 5-isopropyl-pyridine-2-sulphonamide there was obtained 5-isopropyl-pyridine-2-sulphonic acid [6-chloro-2-(3-methoxy-benzyl)-5-phenoxy-pyrimidin-4-yl]-amide as a yellow foam. MS: 523 (M-H)